This data is from the Open Reaction Database (ORD), a public repository of structured organic reaction records. The task is: describe an organic reaction: reactants, conditions, products, and yield Run in [BH4-].[Na+] (sodium borohydride). Yields the product C(C1=CC=CC=C1)NCCC1=CC=C(C=C1)O (4-(benzylamino-ethyl)-phenol). Starting materials: NCCC1=CC=C(C=C1)O (tyramine), C(C1=CC=CC=C1)=O (benzaldehyde), CO (methanol). Procedure details: According to Scheme 2, tyramine is treated with benzaldehyde in sodium borohydride, molecular sieves, and methanol to produce the reductive amination product 4-(benzylamino-ethyl)-phenol (8). The phenol 8 is treated with cesium carbonate and 4-fluorobenzonitrile in DMF to yield the corresponding biarylether 9. The nitrile functionality of the biaryl ether may be converted to the actetate 10 with methyl lithium followed by hydrolysis in aqueous sulfuric acid. The acetate 10 is oxidized with MCPBA... RXN SMILES: [NH2:1][CH2:2][CH2:3][C:4]1[CH:9]=[CH:8][C:7]([OH:10])=[CH:6][CH:5]=1.[CH:11](=O)[C:12]1[CH:17]=[CH:16][CH:15]=[CH:14][CH:13]=1.CO>[BH4-].[Na+]>[CH2:11]([NH:1][CH2:2][CH2:3][C:4]1[CH:9]=[CH:8][C:7]([OH:10])=[CH:6][CH:5]=1)[C:12]1[CH:17]=[CH:16][CH:15]=[CH:14][CH:13]=1 |f:3.4|. Starting materials: BrC1=C(C=C(C=C1)O)OC(F)(F)F (4-Bromo-3-(trifluoromethoxy)phenol), C1(=CC=CC=C1)B(O)O (phenylboronic acid), TEA, cupric acetate. The solvent is C(Cl)Cl (DCM). Conditions: time 48 hour. The product is BrC1=C(C=C(C=C1)OC1=CC=CC=C1)OC(F)(F)F (1-Bromo-4-phenoxy-2-trifluoromethoxybenzene). RXN SMILES: [Br:1][C:2]1[CH:7]=[CH:6][C:5]([OH:8])=[CH:4][C:3]=1[O:9][C:10]([F:13])([F:12])[F:11].[C:14]1(B(O)O)[CH:19]=[CH:18][CH:17]=[CH:16][CH:15]=1>C(Cl)Cl>[Br:1][C:2]1[CH:7]=[CH:6][C:5]([O:8][C:14]2[CH:19]=[CH:18][CH:17]=[CH:16][CH:15]=2)=[CH:4][C:3]=1[O:9][C:10]([F:12])([F:11])[F:13]. Procedure: 4-Bromo-3-(trifluoromethoxy)phenol (1.0 g, 0.0039 mol), phenylboronic acid (1900 mg, 0.016 mol), TEA (3.2 mL, 0.023 mol), cupric acetate (1.3 g, 0.0070 mol) and DCM (40 mL) were added to a 100 mL oven dried flask and the reaction was stirred at rt for 48 h. Reaction mixture was then filtered through celite. The filtrate was concentrated in vacuo to give a residue which was purified by silica gel chromatography, eluting with 5% EtOAc in hexane. 1H NMR (400 MHz, CDCl3): δ=6.82 (dd, J 8.97, 2.65 Hz...